From a dataset of the Open Reaction Database (ORD), a public repository of structured organic reaction records. describe an organic reaction: reactants, conditions, products, and yield Starting materials: F[B-](F)(F)F.C1(CCCCC1)[PH+](C1CCCCC1)C1CCCCC1 (Tricyclohexylphosphonium tetrafluoroborate), ClC1=NN=C(C2=C(C=CC=C12)C1=CC=CC=C1)Cl (1,4-dichloro-5-phenylphthalazine), CC1(OB(OC1(C)C)C=1C=NC=C(C(=O)OCC)C1)C (ethyl 5-(4,4,5,5-tetramethyl-1,3,2-dioxaborolan-2-yl)nicotinate), [O-]P(=O)([O-])[O-].[K+].[K+].[K+] (K3PO4). Reagents/catalysts: C=1C=CC(=CC1)/C=C/C(=O)/C=C/C2=CC=CC=C2.C=1C=CC(=CC1)/C=C/C(=O)/C=C/C2=CC=CC=C2.C=1C=CC(=CC1)/C=C/C(=O)/C=C/C2=CC=CC=C2.[Pd].[Pd] (Pd2(dba)3). Solvent: C(=O)[O-].[NH4+] (HCOONH4), O1CCOCC1 (1,4-dioxane), O (water). Reaction conditions: temperature 95 celsius. The product is OC1=NN=C(C2=CC=CC(=C12)C1=CC=CC=C1)C=1C=NC=C(C(=O)OCC)C1 (ethyl 5-(4-hydroxy-5-phenylphthalazin-1-yl)nicotinate). Yield: 51.8%. Reaction SMILES: Cl[C:2]1[C:11]2[C:6](=[C:7]([C:12]3[CH:17]=[CH:16][CH:15]=[CH:14][CH:13]=3)[CH:8]=[CH:9][CH:10]=2)[C:5](Cl)=[N:4][N:3]=1.CC1(C)C(C)(C)OB([C:27]2[CH:28]=[N:29][CH:30]=[C:31]([CH:37]=2)[C:32]([O:34][CH2:35][CH3:36])=[O:33])O1.[O-:39]P([O-])([O-])=O.[K+].[K+].[K+].F[B-](F)(F)F.C1([PH+](C2CCCCC2)C2CCCCC2)CCCCC1>O1CCOCC1.O.C([O-])=O.[NH4+].C1C=CC(/C=C/C(/C=C/C2C=CC=CC=2)=O)=CC=1.C1C=CC(/C=C/C(/C=C/C2C=CC=CC=2)=O)=CC=1.C1C=CC(/C=C/C(/C=C/C2C=CC=CC=2)=O)=CC=1.[Pd].[Pd]>[OH:39][C:5]1[C:6]2[C:11](=[CH:10][CH:9]=[CH:8][C:7]=2[C:12]2[CH:17]=[CH:16][CH:15]=[CH:14][CH:13]=2)[C:2]([C:27]2[CH:28]=[N:29][CH:30]=[C:31]([CH:37]=2)[C:32]([O:34][CH2:35][CH3:36])=[O:33])=[N:3][N:4]=1 |f:2.3.4.5,6.7,10.11,12.13.14.15.16|. Reported procedure: To a solution of 1,4-dichloro-5-phenylphthalazine (5.00 g, 18.2 mmol) in 1,4-dioxane (50 mL) and water (9 mL) was added ethyl 5-(4,4,5,5-tetramethyl-1,3,2-dioxaborolan-2-yl)nicotinate (5.32 g, 27.3 mmol), and K3PO4 (7.72 g, 36.3 mmol). The contents were purged with nitrogen for 10 min. Tricyclohexylphosphonium tetrafluoroborate (0.402 g, 1.09 mmol) was added followed by Pd2(dba)3 (0.416 g, 0.454 mmol) and the reaction mixture was heated at 95° C. for 12 h. The reaction mixture was allowed to coo... The reactants are CC(Cc1ccc(O)cc1)(NC(=O)OCc1ccccc1)C(=O)O, CO. Product: CC(N)(Cc1ccc(O)cc1)C(=O)O. As a reaction SMILES: [C:1]([O:2][CH2:3][c:4]1[cH:5][cH:6][cH:7][cH:8][cH:9]1)(=[O:10])[NH:11][C:12]([CH2:13][c:14]1[cH:15][cH:16][c:17]([OH:20])[cH:18][cH:19]1)([C:21](=[O:22])[OH:23])[CH3:24].[CH3:25][OH:26]>>[NH2:11][C:12]([CH2:13][c:14]1[cH:15][cH:16][c:17]([OH:20])[cH:18][cH:19]1)([C:21](=[O:22])[OH:23])[CH3:24]. Starting materials: CC(=C)[C@@H]1CC[C@]2([C@H]1[C@H]3CC[C@@H]4[C@]5(CC[C@@H](C([C@@H]5CC[C@]4([C@@]3(CC2)C)C)(C)C)O)C)CO (Betulin), C1(=CC=C(C=C1)S(=O)(=O)Cl)C (p-toluenesulfonyl chloride), ice. The solvent is N1=CC=CC=C1 (pyridine). Product: C[C@@]12CC[C@@]34CCC([C@@H]([C@@H]3[C@H]1CC[C@H]5[C@]2(CC[C@@H]6[C@@]5(CC[C@@H](C6(C)C)O)C)C)OC4)(C)C.S(=O)(=O)([O-])C1=CC=C(C)C=C1 (allobetulin tosylate). The yield is 142.3%. As a reaction SMILES: [CH3:1][C:2]([C@H:4]1[C@@H:8]2[C@@H:9]3[C@@:22]([CH3:25])([CH2:23][CH2:24][C@@:7]2([CH2:31][OH:32])[CH2:6][CH2:5]1)[C@@:21]1([CH3:26])[C@@H:12]([C@:13]2([CH3:30])[C@@H:18]([CH2:19][CH2:20]1)[C:17]([CH3:28])([CH3:27])[C@@H:16]([OH:29])[CH2:15][CH2:14]2)[CH2:11][CH2:10]3)=[CH2:3].[C:33]1([CH3:43])[CH:38]=[CH:37][C:36]([S:39](Cl)(=[O:41])=[O:40])=[CH:35][CH:34]=1>N1C=CC=CC=1>[CH3:25][C@:22]12[C@:21]3([CH3:26])[CH2:20][CH2:19][C@H:18]4[C:17]([CH3:27])([CH3:28])[C@@H:16]([OH:29])[CH2:15][CH2:14][C@:13]4([CH3:30])[C@H:12]3[CH2:11][CH2:10][C@@H:9]1[C@@H:8]1[C@@:7]3([CH2:31][O:32][C@H:4]1[C:2]([CH3:1])([CH3:3])[CH2:5][CH2:6]3)[CH2:24][CH2:23]2.[S:39]([C:36]1[CH:37]=[CH:38][C:33]([CH3:43])=[CH:34][CH:35]=1)([O-:29])(=[O:41])=[O:40] |f:3.4|. Reported procedure: Betulin (3 g) and p-toluenesulfonyl chloride (2.52 g) were placed in dry pyridine (70 ml) at 3-5° C. After 72 hours at 3-5° C. the solution was poured into 100 ml of cracked ice and the resulting precipitate was washed with water (2×50 ml), 1% HCl (50 ml) and water (2×50 ml) and dried in an oven. Chromatography on a silica column (Ether:Hexane=25:75) gave 2.96 g of allobetulin tosylate as white crystals mp. 180-182.6° C. (dec); IR (KBr) 2944, 2864, 1489, 1451, 1363, 1337, 1174, 1098, 1036, 925, ... The reactants are [BH4-], CCO, O=Cc1ccccc1, Cc1nnc(N)s1, [Na+]. Yields the product Cc1nnc(NCc2ccccc2)s1. Reaction SMILES: [BH4-:16].[CH3:18][CH2:19][OH:20].[CH:8](=[O:9])[c:10]1[cH:11][cH:12][cH:13][cH:14][cH:15]1.[NH2:1][c:2]1[s:3][c:4]([CH3:7])[n:5][n:6]1.[Na+:17]>>[NH:1]([c:2]1[s:3][c:4]([CH3:7])[n:5][n:6]1)[CH2:8][c:10]1[cH:11][cH:12][cH:13][cH:14][cH:15]1. The reactants are CS(=O)(=O)O (Methanesulfonic acid), O=C1CCC(=NN1C1=CC=CC=C1)CCC(=O)OCC (Ethyl 3 -(6-oxo-1-phenyl-1,4,5,6-tetrahydropyridazin-3 -yl)propanoate), C(CC)O (n-propanol), [OH-].[Na+] (NaOH). Conditions: temperature 80 celsius, time 8 hour. The product is O=C(CC1=C(NC2=CC=CC=C12)CCC(=O)OCCC)OCCC (Propyl 3-[3-(2-oxo-2-propoxyethyl)-1H-indol-2-yl]propanoate). The yield is 79.0%. Reaction SMILES: CS(O)(=O)=O.O=[C:7]1[N:12]([C:13]2[CH:18]=[CH:17][CH:16]=[CH:15][CH:14]=2)N=[C:10](CCC(OCC)=O)[CH2:9][CH2:8]1.[OH-:26].[Na+].[CH2:28]([OH:31])[CH2:29][CH3:30]>>[O:31]=[C:28]([O:31][CH2:28][CH2:29][CH3:30])[CH2:29][C:30]1[C:14]2[C:13](=[CH:18][CH:17]=[CH:16][CH:15]=2)[NH:12][C:7]=1[CH2:8][CH2:9][C:10]([O:31][CH2:28][CH2:29][CH3:30])=[O:26] |f:2.3|. Reported procedure: Methanesulfonic acid (1.15 equiv.) was added to a stirred solution of ethyl 3-(6-oxo-1-phenyl-1,4,5,6-tetrahydropyridazin-3-yl)propanoate from Step 1 in n-propanol (1.1 M). The mixture was stirred overnight at 80° C. The mixture was cooled to rt and neutralized with aqueous 1 N NaOH (1 equiv.). Final mixture was concentrated under vacuum, diluted with toluene and concentrated again. The residue was purified by column chromatography on silica gel using a CombiFlashRF (Teledyne ISCO) eluting with ...